Dataset: the Open Reaction Database (ORD), a public repository of structured organic reaction records. Task: describe an organic reaction: reactants, conditions, products, and yield Reactants: BrC1=CC=CC(=N1)C(C)=O (1-(6-bromo-pyridin-2-yl)-ethanone), N1CCCCC1 (piperidine), CC(=O)O (HOAc), [BH-](OC(=O)C)(OC(=O)C)OC(=O)C.[Na+] (NaBH(OAc)3). The solvent is C(Cl)Cl (CH2Cl2). Run at temperature 40 celsius, time 1 hour. Yields the product BrC1=NC(=CC=C1)C(C)N1CCCCC1 (2-Bromo-6-(1-piperidin-1-yl-ethyl)-pyridine). Reaction SMILES: [Br:1][C:2]1[N:7]=[C:6]([C:8](=O)[CH3:9])[CH:5]=[CH:4][CH:3]=1.[NH:11]1[CH2:16][CH2:15][CH2:14][CH2:13][CH2:12]1.[BH-](OC(C)=O)(OC(C)=O)OC(C)=O.[Na+].CC(O)=O>C(Cl)Cl>[Br:1][C:2]1[CH:3]=[CH:4][CH:5]=[C:6]([CH:8]([N:11]2[CH2:16][CH2:15][CH2:14][CH2:13][CH2:12]2)[CH3:9])[N:7]=1 |f:2.3|. Procedure: To a stirred solution of 1-(6-bromo-pyridin-2-yl)-ethanone (600 mg, 3.01 mmol) in dry CH2Cl2 (20 mL) was added piperidine (0.5 mL) followed by NaBH(OAc)3 (1.3 g, 12.06 mmol) and HOAc (0.7 mL, 6.03 mmol). The mixture was heated at 40° C. for 72 h. The reaction was quenched with 2M Na2CO3 and stirred 1 h. The organic layer was collected, dried over MgSO4 and concentrated in vacuo. This crude compound was purified by chromatography on silica gel. Elution with hexane:acetone mixture (90:10) gave a l... Starting materials: OC=1C(=NC=CC1)C(=S)N (3-hydroxythiopicolinamide), BrCC(C(=O)OCC)=O (ethyl bromopyruvate). The solvent is C(C)O (ethanol), C(C)O (ethanol). Yields the product OC=1C(=NC=CC1)C=1SC=C(N1)C(=O)OCC (ethyl 2-(3-hydroxy-2-pyridyl)-4-thiazole carboxylate). The yield is 32.0%. RXN SMILES: [OH:1][C:2]1[C:3]([C:8]([NH2:10])=[S:9])=[N:4][CH:5]=[CH:6][CH:7]=1.Br[CH2:12][C:13](=O)[C:14]([O:16][CH2:17][CH3:18])=[O:15]>C(O)C>[OH:1][C:2]1[C:3]([C:8]2[S:9][CH:12]=[C:13]([C:14]([O:16][CH2:17][CH3:18])=[O:15])[N:10]=2)=[N:4][CH:5]=[CH:6][CH:7]=1. Procedure: A solution of 3-hydroxythiopicolinamide (500 mg) in dry ethanol (25 ml) was added dropwise to a solution of ethyl bromopyruvate (0.542 ml) in dry ethanol (20 ml) under nitrogen atmosphere and the mixture was refluxed for 2 hours. The solvent was removed from the reaction mixture, and the residue was treated with water, neutralized with 4% aqueous sodium carbonate and extracted with ethyl acetate. The organic layer was washed with saturated aqueous NaCl, dried (anhydrous Na2SO4) and concentrated.... Starting materials: CC(C)(N)c1ccccn1, Cc1cc(Cl)cnc1C=O, ClCCl. The product is Cc1cc(Cl)cnc1CNC(C)(C)c1ccccn1. As a reaction SMILES: [CH3:1][C:2]([CH3:3])([c:4]1[n:5][cH:6][cH:7][cH:8][cH:9]1)[NH2:10].[Cl:11][c:12]1[cH:13][c:14]([CH3:20])[c:15]([CH:18]=[O:19])[n:16][cH:17]1.[Cl:21][CH2:22][Cl:23]>>[CH3:1][C:2]([CH3:3])([c:4]1[n:5][cH:6][cH:7][cH:8][cH:9]1)[NH:10][CH2:18][c:15]1[c:14]([CH3:20])[cH:13][c:12]([Cl:11])[cH:17][n:16]1. Run at temperature 60 celsius. The reactants are ClC1=NC(=C(C(=C1C(=O)OCC)C(=O)OCC)[N+](=O)[O-])C1=CC=C(C=C1)OC (2-chloro-3,4-diethyoxycarbonyl-6-(4-methoxyphenyl)-5nitropyridine), whereto, reduced iron, Cl (hydrochloric acid). The solvent is C(C)O (ethanol). The product is NC=1C(=NC(=C(C1C(=O)OCC)C(=O)OCC)Cl)C1=CC=C(C=C1)OC (3-Amino-6-chloro-4,5-diethoxycarbonyl-2-(4-methoxyphenyl)pyridine). Procedure details: In 4 ml of ethanol was dissolved 280 mg of 2-chloro-3,4-diethyoxycarbonyl-6-(4-methoxyphenyl)-5nitropyridine, whereto 340 mg(8.9 eq.) of reduced iron was added. After the mixture was heated to 60° C., 1.5 ml of conc. hydrochloric acid was added dropwise and the mixture was refluxed. After heating for 20 minutes, the solvent was distilled off. The residue was neutralized with an aqueous solution of sodium hydrogencarbonate, followed by extraction with ethyl acetate. After the precipitate was filt... RXN SMILES: [Cl:1][C:2]1[C:7]([C:8]([O:10][CH2:11][CH3:12])=[O:9])=[C:6]([C:13]([O:15][CH2:16][CH3:17])=[O:14])[C:5]([N+:18]([O-])=O)=[C:4]([C:21]2[CH:26]=[CH:25][C:24]([O:27][CH3:28])=[CH:23][CH:22]=2)[N:3]=1.Cl>C(O)C>[NH2:18][C:5]1[C:4]([C:21]2[CH:26]=[CH:25][C:24]([O:27][CH3:28])=[CH:23][CH:22]=2)=[N:3][C:2]([Cl:1])=[C:7]([C:8]([O:10][CH2:11][CH3:12])=[O:9])[C:6]=1[C:13]([O:15][CH2:16][CH3:17])=[O:14]. Reactants: ClC=1C=C(C(=CC1Cl)F)NC1=NC=NC2=CC=C(C=C12)[N+](=O)[O-] (4-[(3,4-dichloro-6-fluorophenyl)amino]-6-nitroquinazoline), C(C)O (ethanol), C(C)(C)O (iso-propylalcohol), solvents, O.NN (hydrazine hydrate), O.NN (hydrazine hydrate). The reagents and catalysts are [Ni] (Nickel), [Ni] (Nickel). Solvent: O (water). Conditions: temperature 95 celsius. Yields the product ClC=1C=C(C(=CC1Cl)F)NC1=NC=NC2=CC=C(C=C12)N (4-[(3,4-dichloro-6-fluorophenyl)amino]-6-aminoquinazoline). As a reaction SMILES: [Cl:1][C:2]1[CH:3]=[C:4]([NH:10][C:11]2[C:20]3[C:15](=[CH:16][CH:17]=[C:18]([N+:21]([O-])=O)[CH:19]=3)[N:14]=[CH:13][N:12]=2)[C:5]([F:9])=[CH:6][C:7]=1[Cl:8].C(O)C.C(O)(C)C.O.NN>O.[Ni]>[Cl:1][C:2]1[CH:3]=[C:4]([NH:10][C:11]2[C:20]3[C:15](=[CH:16][CH:17]=[C:18]([NH2:21])[CH:19]=3)[N:14]=[CH:13][N:12]=2)[C:5]([F:9])=[CH:6][C:7]=1[Cl:8] |f:3.4|. Procedure details: A solution of 4-[(3,4-dichloro-6-fluorophenyl)amino]-6-nitroquinazoline (709 mg, 2.076 mmol) in 140 ml of 1:9:10 water:ethanol:iso-propylalcohol was heated to reflux temperature (95° C.). Additional 60 ml of the solvents mixture was added until complete dissolution. The reaction mixture was then cooled to 65° C., and 200 μl hydrazine hydrate (4.12 mmol) and 0.5 ml Raney®Nickel (in water) were added subsequently thereto. The resulting mixture was heated up to 80–85° C., additional 0.5 ml Raney®Ni... Starting materials: C(=O)(OC(C)(C)C)N1[C@H](CCC[C@@H]1C)C=CCC (trans-N-Boc-2-(1-butenyl)-6-methylpiperidine). Solvent: FC(C(=O)O)(F)F (trifloroacetic acid), ClCCl (dichloromethane). Yields the product C(=CCC)[C@@H]1N[C@H](CCC1)C (trans-2-(1-butenyl)-6-methylpiperidine). RXN SMILES: C([N:8]1[C@@H:13]([CH3:14])[CH2:12][CH2:11][CH2:10][C@@H:9]1[CH:15]=[CH:16][CH2:17][CH3:18])(OC(C)(C)C)=O>FC(F)(F)C(O)=O.ClCCl>[CH:15]([C@H:9]1[CH2:10][CH2:11][CH2:12][C@H:13]([CH3:14])[NH:8]1)=[CH:16][CH2:17][CH3:18]. Procedure: To a stirred solution of trans-N-Boc-2-(1-butenyl)-6-methylpiperidine (1.80 g, 7.65 mmol) in 15% trifloroacetic acid (38 mL) in dichloromethane was stirred for 2 h at room temperature, and the reaction mixture was quenched with 90 mL saturated NaHCO3 solution. The mixture was extracted with ether *5 and the combined extracts were dried over K2CO3 and then concentrated to give trans-2-(1-butenyl)-6-methylpiperidine as an oil. The crude oil was immediately dissolved in a small amount of ether, and... The reactants are NC1=CC=C(C=C1)O (4-amino phenol), BrCC(=O)OCC (ethyl 2-bromoacetate), CsCO3. The solvent is C(C)#N (acetonitrile). Conditions: temperature 0 celsius, time 16 hour. Yields the product NC1=CC=C(OCC(=O)OCC)C=C1 (ethyl 2-(4-aminophenoxy)acetate). The yield is 96.2%. As a reaction SMILES: [NH2:1][C:2]1[CH:7]=[CH:6][C:5]([OH:8])=[CH:4][CH:3]=1.Br[CH2:10][C:11]([O:13][CH2:14][CH3:15])=[O:12]>C(#N)C>[NH2:1][C:2]1[CH:7]=[CH:6][C:5]([O:8][CH2:10][C:11]([O:13][CH2:14][CH3:15])=[O:12])=[CH:4][CH:3]=1. Procedure details: 4-amino phenol (500 mg, 4.58 mmol) was suspended in acetonitrile (60 mL), the mixture cooled to 0° C. and ethyl 2-bromoacetate (0.53 mL, 4.81 mmol) added. CsCO3 (1.9 g, 10 mmol) was added in portions and the mixture stirred for 16 h, allowing to warm to RT. The mixture was filtered, the residue washed with acetonitrile and the filtrate evaporated to dryness. The crude product was suspended in DCM (˜30 mL), filtered and this filtrate evaporated to dryness to afford ethyl 2-(4-aminophenoxy)acetate... Starting materials: BrC=1C=C(C(=O)NC=2C=CC(=C(C2)NC(=O)C2=CC=3C(=NC=CN3)S2)C)C=CN1 (N-(5-(2-bromoisonicotinamido)-2-methylphenyl)thieno[2,3-b]pyrazine-6-carboxamide), Cl.CNC (dimethylamine HCl), TEA. Run in C(C)O (ethanol). Reaction conditions: temperature 150 celsius. Yields the product CN(C=1C=C(C(=O)NC=2C=CC(=C(C2)NC(=O)C2=CC=3C(=NC=CN3)S2)C)C=CN1)C (N-(5-(2-(dimethylamino)isonicotinamido)-2-methylphenyl)thieno[2,3-b]pyrazine-6-carboxamide). The yield is 49.3%. RXN SMILES: Br[C:2]1[CH:3]=[C:4]([CH:27]=[CH:28][N:29]=1)[C:5]([NH:7][C:8]1[CH:9]=[CH:10][C:11]([CH3:26])=[C:12]([NH:14][C:15]([C:17]2[S:25][C:20]3=[N:21][CH:22]=[CH:23][N:24]=[C:19]3[CH:18]=2)=[O:16])[CH:13]=1)=[O:6].Cl.[CH3:31][NH:32][CH3:33]>C(O)C>[CH3:31][N:32]([CH3:33])[C:2]1[CH:3]=[C:4]([CH:27]=[CH:28][N:29]=1)[C:5]([NH:7][C:8]1[CH:9]=[CH:10][C:11]([CH3:26])=[C:12]([NH:14][C:15]([C:17]2[S:25][C:20]3=[N:21][CH:22]=[CH:23][N:24]=[C:19]3[CH:18]=2)=[O:16])[CH:13]=1)=[O:6] |f:1.2|. Procedure: To a solution of N-(5-(2-bromoisonicotinamido)-2-methylphenyl)thieno[2,3-b]pyrazine-6-carboxamide 30 (25 mg, 0.053 mmol) in ethanol (1 mL) was added dimethylamine HCl (24.07 mg, 0.534 mmol) and TEA (10 eq). The resulting mixture was heated at 80° C. overnight and 2 h at 150° C. in microwave. Quenched in 3% citric acid solution and extracted with CH2Cl2 (2×). The combined organic layers were dried with Na2SO4 and evaporated. Triturating with ethyl acetate/heptane gave the title compound N-(5-(2-(... The reactants are [Br-], [Br-], COC(=O)C1CCc2ccccc2C1, [Li]CCCC, C[Si](C)(C)Cl, CCCCCC, CC(C)NC(C)C, CC(C)(C)SCCl, C1CCOC1, [Zn+2]. Product: COC(=O)C1(CSC(C)(C)C)CCc2ccccc2C1. RXN SMILES: [Br-:50].[Br-:52].[C:13](=[O:14])([O:15][CH3:16])[CH:17]1[CH2:18][c:19]2[cH:20][cH:21][cH:22][cH:23][c:24]2[CH2:25][CH2:26]1.[CH2:8]([Li:9])[CH2:10][CH2:11][CH3:12].[CH3:27][Si:28]([Cl:29])([CH3:30])[CH3:31].[CH3:44][CH2:45][CH2:46][CH2:47][CH2:48][CH3:49].[CH:1]([NH:2][CH:3]([CH3:4])[CH3:5])([CH3:6])[CH3:7].[Cl:32][CH2:33][S:34][C:35]([CH3:36])([CH3:37])[CH3:38].[O:39]1[CH2:40][CH2:41][CH2:42][CH2:43]1.[Zn+2:51]>>[C:13](=[O:14])([O:15][CH3:16])[C:17]1([CH2:33][S:34][C:35]([CH3:36])([CH3:37])[CH3:38])[CH2:18][c:19]2[cH:20][cH:21][cH:22][cH:23][c:24]2[CH2:25][CH2:26]1.